Dataset: the Open Reaction Database (ORD), a public repository of structured organic reaction records. Task: describe an organic reaction: reactants, conditions, products, and yield The reactants are COC(C=CC1=CC(=C(C=C1)C)OC)=O (3-(3-methoxy-4-methylphenyl)acrylic acid methyl ester), [OH-].[Na+] (sodium hydroxide), O (water), CO (methanol). Run in O1CCCC1 (tetrahydrofuran). Conditions: temperature 50 celsius. The product is COC=1C=C(C=CC1C)C=CC(=O)O (3-(3-methoxy-4-methylphenyl)acrylic acid). Isolated yield 93.2%. Reaction SMILES: C[O:2][C:3](=[O:15])[CH:4]=[CH:5][C:6]1[CH:11]=[CH:10][C:9]([CH3:12])=[C:8]([O:13][CH3:14])[CH:7]=1.[OH-].[Na+].O.CO>O1CCCC1>[CH3:14][O:13][C:8]1[CH:7]=[C:6]([CH:5]=[CH:4][C:3]([OH:15])=[O:2])[CH:11]=[CH:10][C:9]=1[CH3:12] |f:1.2|. Procedure details: A mixture of 3-methoxy-4-methylbenzaldehyde (19.3 g, 0.129 mol), carbomethoxy methylene triphenylphosphorane (51 g) in toluene (250 ml) was refluxed for 24 h. The mixture was quenched with aqueous ammonium chloride and extracted with ethyl acetate and concentrated in vacuo to give a residue. The residue was purified by flash chromatography using ethyl acetate-heptane (1:1) to give 3-(3-methoxy-4-methyl-phenyl)acrylic acid methyl ester (27 g, 0.126 mol). A mixture of 3-(3-methoxy-4-methylphenyl)a... The reactants are NC1=NC=NC(=C1C#N)N1CCC(CC1)C=1N(C=C(N1)C1=CC(=C(C=C1)F)C(F)(F)F)CCNCC1CC1 (4-Amino-6-{4-[1-[2-(cyclopropylmethyl-amino)-ethyl]-4-(4-fluoro-3-trifluoromethyl-phenyl)-1H-imidazol-2-yl]-piperidin-1-yl}-pyrimidine-5-carbonitrile), CN (methylamine). Product: NC1=NC=NC(=C1C#N)N1CCC(CC1)C=1N(C=C(N1)C1=CC(=C(C=C1)F)C(F)(F)F)CCNC (4-Amino-6-{4-[4-(4-fluoro-3-trifluoromethyl-phenyl)-1-(2-methylamino-ethyl)-1H-imidazol-2-yl]-piperidin-1-yl}-pyrimidine-5-carbonitrile). As a reaction SMILES: [NH2:1][C:2]1[C:7]([C:8]#[N:9])=[C:6]([N:10]2[CH2:15][CH2:14][CH:13]([C:16]3[N:17]([CH2:32][CH2:33][NH:34][CH2:35]C4CC4)[CH:18]=[C:19]([C:21]4[CH:26]=[CH:25][C:24]([F:27])=[C:23]([C:28]([F:31])([F:30])[F:29])[CH:22]=4)[N:20]=3)[CH2:12][CH2:11]2)[N:5]=[CH:4][N:3]=1.CN>>[NH2:1][C:2]1[C:7]([C:8]#[N:9])=[C:6]([N:10]2[CH2:11][CH2:12][CH:13]([C:16]3[N:17]([CH2:32][CH2:33][NH:34][CH3:35])[CH:18]=[C:19]([C:21]4[CH:26]=[CH:25][C:24]([F:27])=[C:23]([C:28]([F:31])([F:30])[F:29])[CH:22]=4)[N:20]=3)[CH2:14][CH2:15]2)[N:5]=[CH:4][N:3]=1. Reported procedure: The title compound was prepared in an analogous manner as 4-Amino-6-{4-[1-[2-(cyclopropylmethyl-amino)-ethyl]-4-(4-fluoro-3-trifluoromethyl-phenyl)-1H-imidazol-2-yl]-piperidin-1-yl}-pyrimidine-5-carbonitrile using methylamine instead of cyclopropylmethylamine. LC-MS: (M+1=489, obsd.=489).